From a dataset of the Open Reaction Database (ORD), a public repository of structured organic reaction records. describe an organic reaction: reactants, conditions, products, and yield Reactants: compound C, N(N)C=1SC2=C(N1)C=CC=C2 (2-hydrazinobenzothiazole), COC=1C=C(C=CC1OC)C1=NN(C([C@H]2CCCC[C@@H]12)=O)CCO ((cis)-4-(3,4-Dimethoxyphenyl)-2-(2-hydroxy-1-ethyl)-4a,5,6,7,8,8a-hexahydro-2H-phthalazin-1-one). Product: COC=1C=C(C=CC1OC)C1=NN(C([C@H]2CC=CC[C@@H]12)=O)C=1SC2=C(N1)C=CC=C2 ((cis)-4-(3,4-Dimethoxyphenyl)-2-(2-benzothiazolyl)-4a,5,8,8a-tetrahydro-2H-phthalazin-1-one). RXN SMILES: [NH:1]([C:3]1[S:4][C:5]2[CH:11]=[CH:10][CH:9]=[CH:8][C:6]=2[N:7]=1)[NH2:2].[CH3:12][O:13][C:14]1[CH:15]=[C:16]([C:22]2[C@H:31]3[C@H:26]([CH2:27][CH2:28][CH2:29][CH2:30]3)[C:25](=[O:32])N(CCO)N=2)[CH:17]=[CH:18][C:19]=1[O:20][CH3:21]>>[CH3:12][O:13][C:14]1[CH:15]=[C:16]([C:22]2[C@H:31]3[C@H:26]([CH2:27][CH:28]=[CH:29][CH2:30]3)[C:25](=[O:32])[N:1]([C:3]3[S:4][C:5]4[CH:11]=[CH:10][CH:9]=[CH:8][C:6]=4[N:7]=3)[N:2]=2)[CH:17]=[CH:18][C:19]=1[O:20][CH3:21]. Procedure details: Prepared from compound C and 2-hydrazinobenzothiazole as described for compound 35. Crystallized from ethyl acetate/petroleum ether (60°-80° C). M.p. 176°-177° C. Reactants: S(O)(O)(=O)=O (sulphuric acid), [K+].[Br-] (KBr), FC(CO)(C(C(OC(C(C(OC(F)(F)F)(F)F)(F)F)(F)F)(F)F)F)F (2,2,3,4,4-pentafluoro-4-(1,1,2,2,3,3-hexafluoro-3-trifluoromethoxy-propoxy)-butan-1-ol), [O-]Cl.[Na+] (NaOCl). Reagents/catalysts: CC1(CCCC(N1[O])(C)C)C (TEMPO). Run in O (water), CC#N (MeCN), O (water). Product: FC(C(=O)O)(C(C(OC(C(C(OC(F)(F)F)(F)F)(F)F)(F)F)(F)F)F)F (2,2,3,4,4-Pentafluoro-4-(1,1,2,2,3,3-hexafluoro-3-trifluoromethoxy-propoxy)-butyric acid). Isolated yield 81.0%. Reaction SMILES: [K+].[Br-].[F:3][C:4]([F:27])([CH:7]([F:26])[C:8]([F:25])([F:24])[O:9][C:10]([F:23])([F:22])[C:11]([F:21])([F:20])[C:12]([F:19])([F:18])[O:13][C:14]([F:17])([F:16])[F:15])[CH2:5][OH:6].[O-]Cl.[Na+].S(=O)(=O)(O)[OH:32]>CC1(C)N([O])C(C)(C)CCC1.O.CC#N>[F:3][C:4]([F:27])([CH:7]([F:26])[C:8]([F:25])([F:24])[O:9][C:10]([F:22])([F:23])[C:11]([F:20])([F:21])[C:12]([F:18])([F:19])[O:13][C:14]([F:15])([F:16])[F:17])[C:5]([OH:32])=[O:6] |f:0.1,3.4,^1:39|. Reported procedure: 2.4 mL water, 8 ml MeCN, 0.16 g KBr, TEMPO (0.06 g), and 5 g of 2,2,3,4,4-pentafluoro-4-(1,1,2,2,3,3-hexafluoro-3-trifluoromethoxy-propoxy)-butan-1-ol (prepared according to Zh. Vses. Khim. Ova, 1979, p 656) were placed in a 50 mL glass flask equipped with a dropping funnel and stirrer. 24 ml 15% (wt.) aq. NaOCl buffered to pH 8-9 were added via the dropping funnel in 3 portions over two days while stirring at room temperature. Then concentrated sulphuric acid and water were added to make the re... Starting materials: FC1=CC=C(C=C1)O (4-fluorophenol), FC(C=1C=C(OC2=NC(=CC=C2)OC2=CC=C(C=C2)F)C=CC1)(F)F.O(C1=CC=CC=C1)C1=NC=CC=C1 (phenoxypyridine 2-(3-trifluoromethylphenoxy)-6-(4-fluorophenoxy)pyridine), [H-].[Na+] (sodium hydride), FC(C=1C=C(OC2=NC(=CC=C2)Cl)C=CC1)(F)F (2-(3-trifluoromethylphenoxy)-6-chloropyridine). Run in CN(C=O)C (dimethylformamide), C(Cl)(Cl)Cl.O (chloroform water), CN(C=O)C (dimethylformamide). Product: FC(C=1C=C(OC2=NC(=CC=C2)OC2=CC=C(C=C2)F)C=CC1)(F)F (2-(3-trifluoromethylphenoxy)-6-(4-fluorophenoxy)pyridine). As a reaction SMILES: FC1C=CC(O)=CC=1.[H-].[Na+].FC(F)(F)C1C=C(C=CC=1)OC1C=CC=C(Cl)N=1.[F:29][C:30]([F:53])([F:52])[C:31]1[CH:32]=[C:33]([CH:49]=[CH:50][CH:51]=1)[O:34][C:35]1[CH:40]=[CH:39][CH:38]=[C:37]([O:41][C:42]2[CH:47]=[CH:46][C:45]([F:48])=[CH:44][CH:43]=2)[N:36]=1.O(C1C=CC=CN=1)C1C=CC=CC=1>CN(C)C=O.C(Cl)(Cl)Cl.O>[F:53][C:30]([F:29])([F:52])[C:31]1[CH:32]=[C:33]([CH:49]=[CH:50][CH:51]=1)[O:34][C:35]1[CH:40]=[CH:39][CH:38]=[C:37]([O:41][C:42]2[CH:47]=[CH:46][C:45]([F:48])=[CH:44][CH:43]=2)[N:36]=1 |f:1.2,4.5,7.8|. Procedure: The procedure of a) above was followed using 4-fluorophenol (8 g; 0.07 mol) in dry dimethylformamide (20 ml), sodium hydride (2 g) also in dry dimethylformamide (60 ml), 2-(3-trifluoromethylphenoxy)-6-chloropyridine from a) above (19.5 g; 0.07 mol) with a 2 hour reflux. The asymmetrical phenoxypyridine 2-(3-trifluoromethylphenoxy)-6-(4-fluorophenoxy)pyridine (18.9 g; 76%) was derived as a colorless oil from the organic layer of chloroform/water (500 ml; 50/50) following solvent extraction. The reactants are FC1=C(C=CC(=C1)F)N1NC=2[C@]3(CC[C@@H](C2C1=O)C3(C)C)C ((4R,7S)-2-(2,4-difluoro-phenyl)-7,8,8-trimethyl-1,2,4,5,6,7-hexahydro-4,7-methano-indazol-3-one), FC1=C(C=CC(=C1)F)N1NC=2[C@]3(CC[C@@H](C2C1=O)C3(C)C)C ((4R,7S)-2-(2,4-difluoro-phenyl)-7,8,8-trimethyl-1,2,4,5,6,7-hexahydro-4,7-methano-indazol-3-one), C(C=C)I (allyl iodide). Reagents/catalysts: [I-].C(CCC)[N+](CCCC)(CCCC)CCCC (tetrabutylammonium iodide). The solvent is CN(C=O)C (dimethylformamide). Run at temperature 100 celsius. The product is C(C=C)N1N(C(C=2[C@@H]3CC[C@](C12)(C3(C)C)C)=O)C3=C(C=C(C=C3)F)F ((4R,7S)-1-allyl-2-(2,4-difluoro-phenyl)-7,8,8-trimethyl-1,2,4,5,6,7-hexahydro-4,7-methano-indazol-3-one). Yield: 29.8%. RXN SMILES: [F:1][C:2]1[CH:7]=[C:6]([F:8])[CH:5]=[CH:4][C:3]=1[N:9]1[C:17](=[O:18])[C:16]2[C@H:15]3[C:19]([CH3:21])([CH3:20])[C@:12]([CH3:22])([CH2:13][CH2:14]3)[C:11]=2[NH:10]1.[CH2:23](I)[CH:24]=[CH2:25]>[I-].C([N+](CCCC)(CCCC)CCCC)CCC.CN(C)C=O>[CH2:25]([N:10]1[C:11]2[C@:12]3([CH3:22])[C:19]([CH3:21])([CH3:20])[C@@H:15]([CH2:14][CH2:13]3)[C:16]=2[C:17](=[O:18])[N:9]1[C:3]1[CH:4]=[CH:5][C:6]([F:8])=[CH:7][C:2]=1[F:1])[CH:24]=[CH2:23] |f:2.3|. Procedure: A mixture of (4R,7S)-2-(2,4-difluoro-phenyl)-7,8,8-trimethyl-1,2,4,5,6,7-hexahydro-4,7-methano-indazol-3-one (Intermediate 42; 989 mg, 3.25 mmol), tetrabutylammonium iodide (600 mg, 1.63 mmol) and allyl iodide (1.05 mL, 9.75 mmol) in dimethylformamide (5.7 mL) was heated in an oil-bath at 100° C. overnight. The solvent was evaporated and dichloromethane (400 mL) was added. The solution was washed with aqueous sodium thiosulfate (2×100 mL) and the combined aqueous washes were back-extracted with ... Starting materials: C(C)OC(CC=1C(=NC=C(C1)C1=C(C=C(C=C1)C(F)(F)F)CNCC)Cl)=O ([2-Chloro-5-(2-ethylaminomethyl-4-trifluoromethyl-phenyl)-pyridin-3-yl]-acetic acid ethyl ester), C1(CC1)C(=O)O (cyclopropanecarboxylic acid). Yields the product C(C)OC(CC=1C(=NC=C(C1)C1=C(C=C(C=C1)C(F)(F)F)CN(CC)C(=O)C1CC1)Cl)=O ((2-chloro-5-{2-[(N-cyclopropanecarbonyl-N-ethyl-amino)-methyl]-4-trifluoromethyl-phenyl}-pyridin-3-yl)-acetic acid ethyl ester). RXN SMILES: [CH2:1]([O:3][C:4](=[O:27])[CH2:5][C:6]1[C:7]([Cl:26])=[N:8][CH:9]=[C:10]([C:12]2[CH:17]=[CH:16][C:15]([C:18]([F:21])([F:20])[F:19])=[CH:14][C:13]=2[CH2:22][NH:23][CH2:24][CH3:25])[CH:11]=1)[CH3:2].[CH:28]1([C:31](O)=[O:32])[CH2:30][CH2:29]1>>[CH2:1]([O:3][C:4](=[O:27])[CH2:5][C:6]1[C:7]([Cl:26])=[N:8][CH:9]=[C:10]([C:12]2[CH:17]=[CH:16][C:15]([C:18]([F:19])([F:20])[F:21])=[CH:14][C:13]=2[CH2:22][N:23]([C:31]([CH:28]2[CH2:30][CH2:29]2)=[O:32])[CH2:24][CH3:25])[CH:11]=1)[CH3:2]. Procedure details: [2-Chloro-5-(2-ethylaminomethyl-4-trifluoromethyl-phenyl)-pyridin-3-yl]-acetic acid ethyl ester and cyclopropanecarboxylic acid were reacted as described in Example 8, Step 6 to provide (2-chloro-5-{2-[(N-cyclopropanecarbonyl-N-ethyl-amino)-methyl]-4-trifluoromethyl-phenyl}-pyridin-3-yl)-acetic acid ethyl ester. Starting materials: CSc1ccccc1CN1N(C2C3CC4CC(C3)CC2C4)C(=O)C1(C)C, CO, [Cl-], [Cl-], [Cl-], [Cl-], [Cl-], O, O, OO, [Ta+5]. Product: CC1(C)C(=O)N(C2C3CC4CC(C3)CC2C4)N1Cc1ccccc1S(C)(=O)=O. RXN SMILES: [CH3:1][C:2]1([CH3:26])[C:3](=[O:25])[N:4]([CH:15]2[CH:16]3[CH2:17][CH:18]4[CH2:19][CH:20]([CH2:21][CH:22]2[CH2:23]4)[CH2:24]3)[N:5]1[CH2:6][c:7]1[c:8]([S:13][CH3:14])[cH:9][cH:10][cH:11][cH:12]1.[CH3:31][OH:32].[Cl-:33].[Cl-:34].[Cl-:35].[Cl-:36].[Cl-:37].[OH2:27].[OH2:30].[OH:28][OH:29].[Ta+5:38]>>[CH3:1][C:2]1([CH3:26])[C:3](=[O:25])[N:4]([CH:15]2[CH:16]3[CH2:17][CH:18]4[CH2:19][CH:20]([CH2:21][CH:22]2[CH2:23]4)[CH2:24]3)[N:5]1[CH2:6][c:7]1[c:8]([S:13]([CH3:14])(=[O:27])=[O:28])[cH:9][cH:10][cH:11][cH:12]1.